Dataset: the Open Reaction Database (ORD), a public repository of structured organic reaction records. Task: describe an organic reaction: reactants, conditions, products, and yield Reactants: FC=1C=CC=2N(C1)C=C(N2)C(=O)O (6-Fluoro-imidazo[1,2-a]pyridine-2-carboxylic Acid), S(=O)(Cl)Cl (thionyl chloride-), S(=O)(Cl)Cl (thionyl chloride). The reagents and catalysts are [Cl-].C(CCC)[N+](CCCC)(CCCC)CCCC (tetrabutylammonium chloride). Solvent: C1(=CC=CC=C1)C (toluene). Product: FC=1C=CC=2N(C1)C=C(N2)C(=O)Cl (6-Fluoroimidazo[1,2-a]pyridine-2-carbonyl Chloride). RXN SMILES: [F:1][C:2]1[CH:3]=[CH:4][C:5]2[N:6]([CH:8]=[C:9]([C:11]([OH:13])=O)[N:10]=2)[CH:7]=1.S(Cl)([Cl:16])=O>C1(C)C=CC=CC=1.[Cl-].C([N+](CCCC)(CCCC)CCCC)CCC>[F:1][C:2]1[CH:3]=[CH:4][C:5]2[N:6]([CH:8]=[C:9]([C:11]([Cl:16])=[O:13])[N:10]=2)[CH:7]=1 |f:3.4|. Reported procedure: To a suspension of the product of step (b) (20 g) in toluene (250 ml) and tetrabutylammonium chloride (0.3 g) was added thionyl chloride (40 ml) and the mixture refluxed for 4 hrs. A further aliquot of thionyl chloride-(40 ml) was added and the mixture was refluxed for a further 4 hrs. Solvents were evaporated and the residue was azeotroped with toluene to give the sub-title compound as a solid (20 g). This was used without further purification. Reactants: CN1N=C(C=2C1=NC=C(C2)C(F)(F)F)NCC(=O)O (2-((1-methyl-5-(trifluoromethyl)-1H-pyrazolo[3,4-b]pyridin-3-yl)amino)acetic acid), C=1C=CC2=C(C1)N=NN2O (HOBt), NC1CN(C1)C(=O)OC(C)(C)C (tert-butyl 3-aminoazetidine-1-carboxylate), CCN=C=NCCCN(C)C (EDCI). Run in C(Cl)Cl (DCM). Reaction conditions: time 8 hour. Yields the product CN1N=C(C=2C1=NC=C(C2)C(F)(F)F)NCC(=O)NC2CN(C2)C(=O)OC(C)(C)C (tert-butyl 3-(2-((1-methyl-5-(trifluoromethyl)-1H-pyrazolo[3,4-b]pyridin-3-yl)amino)acetamido)azetidine-1-carboxylate). As a reaction SMILES: [CH3:1][N:2]1[C:6]2=[N:7][CH:8]=[C:9]([C:11]([F:14])([F:13])[F:12])[CH:10]=[C:5]2[C:4]([NH:15][CH2:16][C:17]([OH:19])=O)=[N:3]1.[NH2:20][CH:21]1[CH2:24][N:23]([C:25]([O:27][C:28]([CH3:31])([CH3:30])[CH3:29])=[O:26])[CH2:22]1.CCN=C=NCCCN(C)C.C1C=CC2N(O)N=NC=2C=1>C(Cl)Cl>[CH3:1][N:2]1[C:6]2=[N:7][CH:8]=[C:9]([C:11]([F:12])([F:13])[F:14])[CH:10]=[C:5]2[C:4]([NH:15][CH2:16][C:17]([NH:20][CH:21]2[CH2:22][N:23]([C:25]([O:27][C:28]([CH3:31])([CH3:30])[CH3:29])=[O:26])[CH2:24]2)=[O:19])=[N:3]1. Reported procedure: Into a 50-mL round-bottom flask, was placed 2-((1-methyl-5-(trifluoromethyl)-1H-pyrazolo[3,4-b]pyridin-3-yl)amino)acetic acid (as prepared in the previous step, 134 mg, 0.49 mmol) followed by DCM (20 mL), tert-butyl 3-aminoazetidine-1-carboxylate (104 mg, 0.60 mmol), EDCI (104 mg, 0.54 mmol) and HOBt (75 mg, 0.49 mmol). The reaction mixture was stirred overnight at room temperature and then concentrated in vacuo. The resulting residue was purified by flash chromatography (silica gel, 0-20% MeOH/... Starting materials: solution, [OH-].[Na+] (sodium hydroxide), COC=1C=C2C(=CC=NC2=CC1OC)OC1=CC=C(C=C1)NC(COC1=C(C=CC=C1OC)OC)=O (N1-{4-[(6,7-Dimethoxy-4-quinolyl)oxy]phenyl}-2-(2,6-dimethoxyphenoxy)acetamide), Cl (hydrochloric acid). Run in O1CCCC1 (tetrahydrofuran), O1CCCC1 (tetrahydrofuran). Conditions: temperature 0 celsius. Product: COC1=C(OCCNC2=CC=C(C=C2)OC2=CC=NC3=CC(=C(C=C23)OC)OC)C(=CC=C1)OC (N-[2-(2,6-Dimethoxyphenoxy)ethyl]-N-{4-[(6,7-dimethoxy-4-quinolyl)oxy]phenyl}amine). Yield: 79.8%. As a reaction SMILES: [CH3:1][O:2][C:3]1[CH:4]=[C:5]2[C:10](=[CH:11][C:12]=1[O:13][CH3:14])[N:9]=[CH:8][CH:7]=[C:6]2[O:15][C:16]1[CH:21]=[CH:20][C:19]([NH:22][C:23](=O)[CH2:24][O:25][C:26]2[C:31]([O:32][CH3:33])=[CH:30][CH:29]=[CH:28][C:27]=2[O:34][CH3:35])=[CH:18][CH:17]=1.Cl.[OH-].[Na+]>O1CCCC1>[CH3:33][O:32][C:31]1[CH:30]=[CH:29][CH:28]=[C:27]([O:34][CH3:35])[C:26]=1[O:25][CH2:24][CH2:23][NH:22][C:19]1[CH:20]=[CH:21][C:16]([O:15][C:6]2[C:5]3[C:10](=[CH:11][C:12]([O:13][CH3:14])=[C:3]([O:2][CH3:1])[CH:4]=3)[N:9]=[CH:8][CH:7]=2)=[CH:17][CH:18]=1 |f:2.3|. Reported procedure: N1-{4-[(6,7-Dimethoxy-4-quinolyl)oxy]phenyl}-2-(2,6-dimethoxyphenoxy)acetamide (200 mg) was dissolved in tetrahydrofuran (10 ml) to prepare a solution. A 1 M solution (1.3 ml) of a borane-tetrahydrofuran complex in tetrahydrofuran was then added to the solution, and the mixture was stirred with heating under reflux for 2 hr. The reaction solution was cooled to 0° C. and was adjusted to pH=1 by the addition of 1 N hydrochloric acid, followed by stirring with heating under reflux for 30 min. The r... Reactants: C(O)([O-])=O.[K+] (potassium hydrogencarbonate), ClN1C(CCC1=O)=O (N-chlorosuccinimide), FC(C1=NN(C(=C1)C(F)F)CC(=O)N1CCC(CC1)C=1SC=C(N1)C=NO)F (2-(1-{[3,5-bis(difluoromethyl)-1H-pyrazol-1-yl]acetyl}piperidin-4-yl)-1,3-thiazole-4-carbaldehyde oxime), C(=C)C1=CC=C(C=C1)NC(OC(C)(C)C)=O (tert-butyl (4-vinylphenyl)carbamate). Reagents/catalysts: O (water). Solvent: C(C)(=O)OCC (ethyl acetate), O (water), C(C)(=O)OCC (ethyl acetate). Reaction conditions: temperature 60 celsius, time 3 hour. The product is FC(C1=NN(C(=C1)C(F)F)CC(=O)N1CCC(CC1)C=1SC=C(N1)C1=NOC(C1)C1=CC=C(C=C1)NC(OC(C)(C)C)=O)F (tert-Butyl (4-[3-[2-(1-{[3,5-bis(difluoromethyl)-1H-pyrazol-1-yl]acetyl}piperidin-4-yl)-1,3-thiazol-4-yl]-4,5-dihydro-1,2-oxazol-5-yl]phenyl)carbamate). Reaction SMILES: [F:1][CH:2]([F:28])[C:3]1[CH:7]=[C:6]([CH:8]([F:10])[F:9])[N:5]([CH2:11][C:12]([N:14]2[CH2:19][CH2:18][CH:17]([C:20]3[S:21][CH:22]=[C:23]([CH:25]=[N:26][OH:27])[N:24]=3)[CH2:16][CH2:15]2)=[O:13])[N:4]=1.[CH:29]([C:31]1[CH:36]=[CH:35][C:34]([NH:37][C:38](=[O:44])[O:39][C:40]([CH3:43])([CH3:42])[CH3:41])=[CH:33][CH:32]=1)=[CH2:30].C(=O)([O-])O.[K+].ClN1C(=O)CCC1=O>C(OCC)(=O)C.O>[F:28][CH:2]([F:1])[C:3]1[CH:7]=[C:6]([CH:8]([F:9])[F:10])[N:5]([CH2:11][C:12]([N:14]2[CH2:15][CH2:16][CH:17]([C:20]3[S:21][CH:22]=[C:23]([C:25]4[CH2:30][CH:29]([C:31]5[CH:32]=[CH:33][C:34]([NH:37][C:38](=[O:44])[O:39][C:40]([CH3:43])([CH3:42])[CH3:41])=[CH:35][CH:36]=5)[O:27][N:26]=4)[N:24]=3)[CH2:18][CH2:19]2)=[O:13])[N:4]=1 |f:2.3|. Reported procedure: To a solution of 2-(1-{[3,5-bis(difluoromethyl)-1H-pyrazol-1-yl]acetyl}piperidin-4-yl)-1,3-thiazole-4-carbaldehyde oxime (1.50 g) and tert-butyl (4-vinylphenyl)carbamate (0.94 g) in ethyl acetate (140 ml) were added, at room temperature, potassium hydrogencarbonate (1.79 g) and N-chlorosuccinimide (0.50 g), and then one drop of water. After the reaction mixture had been stirred at 60° C. for 3 h, ethyl acetate and water were added, and the mixture was extracted with ethyl acetate. The organic ex...